This data is from the Open Reaction Database (ORD), a public repository of structured organic reaction records. The task is: describe an organic reaction: reactants, conditions, products, and yield Procedure: 5-(5-Iodo-2-isopropyl-4-methoxy-phenoxy)-pyrimidine-2,4-diamine (400 mg, 1.0 mmol), potassium acetate ((147 mg), Pd(Ph3)2Cl2 (40 mg in 2 mL dimethyl acetamide) and thiazole were added to a screw cap pressure vial and heated to 155° C. for 40 hours. The reaction mixture was cooled and partitioned between water and ethyl acetate. The organic phase was separated, dried (MgSO4), filtered, and evaporated under reduced pressure. The residue was purified by flash chromatography (3% to 5% MeOH in methyl... Yields the product O1C(=CC=C1)C=1C(=CC(=C(OC=2C(=NC(=NC2)N)N)C1)C(C)C)OC (5-(5-Furan-2-yl-2-isopropyl-4-methoxy-phenoxy)-pyrimidine-2,4-diamine). As a reaction SMILES: I[C:2]1[C:3]([O:20][CH3:21])=[CH:4][C:5]([CH:17]([CH3:19])[CH3:18])=[C:6]([CH:16]=1)[O:7][C:8]1[C:9]([NH2:15])=[N:10][C:11]([NH2:14])=[N:12][CH:13]=1.[C:22]([O-:25])(=O)[CH3:23].[K+].S1[CH:31]=[CH:30]N=C1>>[O:25]1[CH:22]=[CH:23][CH:31]=[C:30]1[C:2]1[C:3]([O:20][CH3:21])=[CH:4][C:5]([CH:17]([CH3:19])[CH3:18])=[C:6]([CH:16]=1)[O:7][C:8]1[C:9]([NH2:15])=[N:10][C:11]([NH2:14])=[N:12][CH:13]=1 |f:1.2|. Reactants: IC=1C(=CC(=C(OC=2C(=NC(=NC2)N)N)C1)C(C)C)OC (5-(5-Iodo-2-isopropyl-4-methoxy-phenoxy)-pyrimidine-2,4-diamine), C(C)(=O)[O-].[K+] (potassium acetate), Pd(Ph3)2Cl2, S1C=NC=C1 (thiazole). Run at temperature 155 celsius. Starting materials: BrB(Br)Br, ClCCl, CCn1c(-c2ccc(N3CCCS3(=O)=O)cc2)c(C#N)c2ccc(OC)cc21. Product: CCn1c(-c2ccc(N3CCCS3(=O)=O)cc2)c(C#N)c2ccc(O)cc21. Reaction SMILES: [B:29]([Br:30])([Br:31])[Br:32].[Cl:33][CH2:34][Cl:35].[O:1]=[S:2]1(=[O:28])[N:3]([c:7]2[cH:8][cH:9][c:10](-[c:13]3[n:14]([CH2:26][CH3:27])[c:15]4[cH:16][c:17]([O:24][CH3:25])[cH:18][cH:19][c:20]4[c:21]3[C:22]#[N:23])[cH:11][cH:12]2)[CH2:4][CH2:5][CH2:6]1>>[O:1]=[S:2]1(=[O:28])[N:3]([c:7]2[cH:8][cH:9][c:10](-[c:13]3[n:14]([CH2:26][CH3:27])[c:15]4[cH:16][c:17]([OH:24])[cH:18][cH:19][c:20]4[c:21]3[C:22]#[N:23])[cH:11][cH:12]2)[CH2:4][CH2:5][CH2:6]1.